From a dataset of the Open Reaction Database (ORD), a public repository of structured organic reaction records. describe an organic reaction: reactants, conditions, products, and yield Reactants: OC1=CC=C(C=C1)C1(CCCCC1)C#N (1-(4-Hydroxyphenyl)cyclohexanecarbonitrile), C(=O)([O-])[O-].[Cs+].[Cs+] (Cs2CO3), BrCCCBr (1,3 dibromopropane). Solvent: CC(=O)C (acetone). Run at temperature 70 celsius. Yields the product BrCCCOC1=CC=C(C=C1)C1(CCCCC1)C#N (1-[4-(3-bromo-propoxy)-phenyl]-cyclohexanecarbonitrile). The yield is 86.9%. RXN SMILES: [OH:1][C:2]1[CH:7]=[CH:6][C:5]([C:8]2([C:14]#[N:15])[CH2:13][CH2:12][CH2:11][CH2:10][CH2:9]2)=[CH:4][CH:3]=1.C([O-])([O-])=O.[Cs+].[Cs+].[Br:22][CH2:23][CH2:24][CH2:25]Br>CC(C)=O>[Br:22][CH2:23][CH2:24][CH2:25][O:1][C:2]1[CH:3]=[CH:4][C:5]([C:8]2([C:14]#[N:15])[CH2:13][CH2:12][CH2:11][CH2:10][CH2:9]2)=[CH:6][CH:7]=1 |f:1.2.3|. Procedure details: 1-(4-Hydroxyphenyl)cyclohexanecarbonitrile (2.0 g, 10 mmol) was taken in acetone (150 mL) and then Cs2CO3 (8.1 g, 25 mmol) was added followed by dropwise addition of 1,3 dibromopropane (5.1 mL, 50 mmol). The mixture was heated for 3 h at 70° C. After cooling and filtration, the mixture was concentrated and the residue was purified by flash chromatography (50 g silica gel, DCM) to provide the title compound (2.8 g, 87%). Note: presence of allyl derivative as impurity. The reactants are C1(CC1)N1C(N2[C@@H]([C@@H](NCC2)C(=O)OC)C1)=O (trans-methyl 2-cyclopropyl-3-oxo-1,5,6,7,8,8a-hexahydroimidazo[1,5-a]pyrazine-8-carboxylate), CC(CN)C (2-methylpropan-1-amine). Yields the product C(C(C)C)N1C(N2[C@@H]([C@@H](NCC2)C(=O)OC)C1)=O (trans-methyl 2-isobutyl-3-oxo-1,5,6,7,8,8a-hexahydroimidazo[1,5-a]pyrazine-8-carboxylate). As a reaction SMILES: [CH:1]1([N:4]2[CH2:16][C@@H:7]3[C@H:8]([C:12]([O:14][CH3:15])=[O:13])[NH:9][CH2:10][CH2:11][N:6]3[C:5]2=[O:17])[CH2:3][CH2:2]1.[CH3:18]C(C)CN>>[CH2:1]([N:4]1[CH2:16][C@@H:7]2[C@H:8]([C:12]([O:14][CH3:15])=[O:13])[NH:9][CH2:10][CH2:11][N:6]2[C:5]1=[O:17])[CH:3]([CH3:2])[CH3:18]. Procedure: Compound 101-C was prepared in analogy to compound 82-C by using 2-methylpropan-1-amine instead of cyclopropylamine.